Task: describe an organic reaction: reactants, conditions, products, and yield. Dataset: the Open Reaction Database (ORD), a public repository of structured organic reaction records The reactants are C(=O)(OCC)C=1OC2=C(C(=CC=C2C(C1)=O)OCCCCCOC1=C(C(=C(C=C1)C(C)=O)O)CCC)CCC (2-carboethoxy-7-[5-(2-n-propyl-3-hydroxy-4-acetylphenoxy)pentoxy]-8-n-propylchromone). The reagents and catalysts are [Ni] (nickel). The solvent is C(C)O (ethanol). Run at time 7 hour. The product is C(=O)(OCC)C1OC2=C(C(=CC=C2C(C1)=O)OCCCCCOC1=C(C(=C(C=C1)C(C)=O)O)CCC)CCC (2-carboethoxy-7-[5-(2-n-propyl-3-hydroxy-4-acetylphenoxy)pentoxy]-8-n-propylchroman-4-one). The yield is 51.2%. As a reaction SMILES: [C:1]([C:6]1[O:7][C:8]2[C:13]([C:14](=[O:16])[CH:15]=1)=[CH:12][CH:11]=[C:10]([O:17][CH2:18][CH2:19][CH2:20][CH2:21][CH2:22][O:23][C:24]1[CH:29]=[CH:28][C:27]([C:30](=[O:32])[CH3:31])=[C:26]([OH:33])[C:25]=1[CH2:34][CH2:35][CH3:36])[C:9]=2[CH2:37][CH2:38][CH3:39])([O:3][CH2:4][CH3:5])=[O:2]>C(O)C.[Ni]>[C:1]([CH:6]1[CH2:15][C:14](=[O:16])[C:13]2[C:8](=[C:9]([CH2:37][CH2:38][CH3:39])[C:10]([O:17][CH2:18][CH2:19][CH2:20][CH2:21][CH2:22][O:23][C:24]3[CH:29]=[CH:28][C:27]([C:30](=[O:32])[CH3:31])=[C:26]([OH:33])[C:25]=3[CH2:34][CH2:35][CH3:36])=[CH:11][CH:12]=2)[O:7]1)([O:3][CH2:4][CH3:5])=[O:2]. Procedure details: 2.45 g (4.55 mmole) of the compound from Example 2 was dissolved in 250 ml of absolute ethanol, 0.5 g W2Raney nickel added, and the mixture hydrogenated at 2 psi and room temperature for 7 hours. After removal of catalyst by filtration and solvent by rotary evaporation, the residue was purified by high pressure liquid chromatography to furnish 1.26 g (51%) of the title compound, mp 80°-81°. Calc: C, 68.87; H, 7.46. Found: C, 68.70; H. 7.43.